describe an organic reaction: reactants, conditions, products, and yield From a dataset of the Open Reaction Database (ORD), a public repository of structured organic reaction records. The reactants are C1=CC(=CC=C1C2=COC=3C=C(C=CC3C2=O)O)O (daidzein), CCOCC.CCCCCC (Et2O Hexane), C(=O)[O-].[NH4+] (ammonium formate), C(Cl)Cl.CCOC(=O)C (CH2Cl2 EtOAc). Reagents/catalysts: [Pd] (Pd/C). The solvent is CO (methanol). Run at temperature 55 celsius, time 1 hour. Product: C1C(C(=O)C2=C(O1)C=C(C=C2)O)C3=CC=C(C=C3)O (Dihydrodaidzein). Yield: 84.4%. RXN SMILES: [CH:1]1[C:6]([C:7]2[C:16](=[O:17])[C:15]3[CH:14]=[CH:13][C:12]([OH:18])=[CH:11][C:10]=3[O:9][CH:8]=2)=[CH:5][CH:4]=[C:3]([OH:19])[CH:2]=1.C([O-])=O.[NH4+].C(Cl)Cl.CCOC(C)=O.CCOCC.CCCCCC>CO.[Pd]>[CH2:8]1[O:9][C:10]2[CH:11]=[C:12]([OH:18])[CH:13]=[CH:14][C:15]=2[C:16](=[O:17])[CH:7]1[C:6]1[CH:1]=[CH:2][C:3]([OH:19])=[CH:4][CH:5]=1 |f:1.2,3.4,5.6|. Procedure: To a solution of daidzein (0.657 g, 2.58 mmol) in methanol (60 mL) was added 10% Pd/C (0.657 g) carefully, following by ammonium formate (0.652 g, 10.3 mmol). The mixture was heated up to 50-60° C. and stirred for one hour. The reaction was monitored by TLC (CH2Cl2/EtOAc=7:2 or 70% Et2O/Hexane) and GC. After the reaction complete, the Pd/C was filtered and the filtrate was concentrated, which gave a crude product (0.558 g) of dihydrodaidzein as the major product and the trans/cis isomers of tetr...